Dataset: the Open Reaction Database (ORD), a public repository of structured organic reaction records. Task: describe an organic reaction: reactants, conditions, products, and yield The reactants are CC=1C=C(C#N)C=CC1\C=C\N1CCN(CC1)CCC1=CC=C(C=C1)[N+](=O)[O-] (3-methyl-4-((E)-2-{4-[2-(4-nitrophenyl)ethyl]piperazin-1-yl}vinyl)benzonitrile), [BH4-].[Na+] (NaBH4). The solvent is CO (methanol), C(Cl)Cl (DCM). Run at time 8 hour. Product: CC=1C=C(C#N)C=CC1CCN1CCN(CC1)CCC1=CC=C(C=C1)[N+](=O)[O-] (3-methyl-4-(2-{4-[2-(4-nitrophenyl)ethyl]piperazin-1-yl}ethyl)benzonitrile). RXN SMILES: [CH3:1][C:2]1[CH:3]=[C:4]([CH:7]=[CH:8][C:9]=1/[CH:10]=[CH:11]/[N:12]1[CH2:17][CH2:16][N:15]([CH2:18][CH2:19][C:20]2[CH:25]=[CH:24][C:23]([N+:26]([O-:28])=[O:27])=[CH:22][CH:21]=2)[CH2:14][CH2:13]1)[C:5]#[N:6].[BH4-].[Na+]>CO.C(Cl)Cl>[CH3:1][C:2]1[CH:3]=[C:4]([CH:7]=[CH:8][C:9]=1[CH2:10][CH2:11][N:12]1[CH2:17][CH2:16][N:15]([CH2:18][CH2:19][C:20]2[CH:21]=[CH:22][C:23]([N+:26]([O-:28])=[O:27])=[CH:24][CH:25]=2)[CH2:14][CH2:13]1)[C:5]#[N:6] |f:1.2|. Procedure: A solution of 3-methyl-4-((E)-2-{4-[2-(4-nitrophenyl)ethyl]piperazin-1-yl}vinyl)benzonitrile (100 mg, 0.24 mmol) in 15 mL of methanol and 10 mL of DCM was added NaBH4 (508 mg, 2.4 mmol), then stirred at room temperature overnight. The crude product was purified via prepare TLC (methanol/DCM 1:10) to give 3-methyl-4-(2-{4-[2-(4-nitrophenyl)ethyl]piperazin-1-yl}ethyl)benzonitrile. 1H-NMR (300 MHz, CDCl3) δ ppm 8.12 (d, J=8.6 Hz, 2H), 7.23˜7.40 (m, 5H), 3.01˜3.21 (m, 2H), 2.80˜2.92 (m, 4H), 2.50˜2.... Starting materials: CO (methanol), BrC=1C=C(C=CC(=O)O)C=CC1 (3-bromocinnamic acid). Yields the product BrC=1C=C(C=CC(=O)OC)C=CC1 (Methyl 3-bromocinnamate). Yield: 81.0%. RXN SMILES: [Br:1][C:2]1[CH:3]=[C:4]([CH:10]=[CH:11][CH:12]=1)[CH:5]=[CH:6][C:7]([OH:9])=[O:8].[CH3:13]O>>[Br:1][C:2]1[CH:3]=[C:4]([CH:10]=[CH:11][CH:12]=1)[CH:5]=[CH:6][C:7]([O:9][CH3:13])=[O:8]. Reported procedure: Reaction of 3-bromocinnamic acid (22.72 g) with methyl lodide (21.3 g) as described in Example 1 gave the title ester (19.5 g, 81%) as a white solid mp (methanol) 62°-65° C. The reactants are C(C)OC(C1=CC(=C(C=C1)N)Cl)=O (4-Amino-3-chloro-benzoic acid ethyl ester), [NH4+].[OH-] (NH4OH). Run at temperature 50 celsius. The product is NC1=C(C=C(C(=O)N)C=C1)Cl (4-Amino-3-chloro-benzamide). Yield: 62.3%. Reaction SMILES: C([O:3][C:4](=O)[C:5]1[CH:10]=[CH:9][C:8]([NH2:11])=[C:7]([Cl:12])[CH:6]=1)C.[NH4+:14].[OH-]>>[NH2:11][C:8]1[CH:9]=[CH:10][C:5]([C:4]([NH2:14])=[O:3])=[CH:6][C:7]=1[Cl:12] |f:1.2|. Procedure: A 18 ml vial was loaded with 4-Amino-3-chloro-benzoic acid ethyl ester (350 mg, 1.88 mmole) and 5 ml of 30% NH4OH. The vial was sealed and the mixture was heated at 50° C. for 3 days. The mixture was cooled down and concentrated to half. The suspension was filtered off, solid was washed with water and dried to give 200 mg product, 62.3% yield.